This data is from the Open Reaction Database (ORD), a public repository of structured organic reaction records. The task is: describe an organic reaction: reactants, conditions, products, and yield The reactants are CC(=CCOC1=CC=C(C=C1)OCC#C)C (1-[(3-methyl-2-butenyl)oxy]-4-propargyloxy-benzene), ClC1=CC(=CC=C1)C(=O)OO (m-chloroperbenzoic acid). Run in C(Cl)Cl (methylenechloride), C(Cl)Cl (methylene chloride). Reaction conditions: temperature 0 celsius, time 2 hour. Product: O1C(COC2=CC=C(C=C2)OCC#C)C1(C)C (1-[(2,3-epoxy-3-methylbutyl)oxy]-4-propargyloxy-benzene). Reaction SMILES: [CH3:1][C:2]([CH3:16])=[CH:3][CH2:4][O:5][C:6]1[CH:11]=[CH:10][C:9]([O:12][CH2:13][C:14]#[CH:15])=[CH:8][CH:7]=1.ClC1C=CC=C(C(OO)=[O:25])C=1>C(Cl)Cl>[O:25]1[C:2]([CH3:16])([CH3:1])[CH:3]1[CH2:4][O:5][C:6]1[CH:7]=[CH:8][C:9]([O:12][CH2:13][C:14]#[CH:15])=[CH:10][CH:11]=1. Procedure: 6.4 g of 1-[(3-methyl-2-butenyl)oxy]-4-propargyloxy-benzene is dissolved in 80 ml of methylenechloride and cooled to 0°C. (ice-bath cooling). 7.15 g of 80% by weight m-chloroperbenzoic acid is added portionwise to this mixture and the solution is thereafter stirred at 0°C. for 2 hours. The mixture is worked up as follows: diluted with 350 ml of methylene chloride; washed with ice-cold 1-N caustic soda; washed with saturated aqueous sodium chloride solution; dried over sodium sulfate; and evapora... Starting materials: [OH-].[Na+] (sodium hydroxide), C(C)(C)(C)N=NC(C)(C)Cl (2-t-butylazo-2-chloropropane). Solvent: C(C)(C)(C)O (t-butyl alcohol). The product is C(C)(C)(C)N=NC(C)(C)O (2-t-butylazo-2-hydroxypropane). RXN SMILES: [OH-:1].[Na+].[C:3]([N:7]=[N:8][C:9](Cl)([CH3:11])[CH3:10])([CH3:6])([CH3:5])[CH3:4]>C(O)(C)(C)C>[C:3]([N:7]=[N:8][C:9]([OH:1])([CH3:11])[CH3:10])([CH3:6])([CH3:5])[CH3:4] |f:0.1|. Reported procedure: 2-t-butylazo-2-hydroxypropane was prepared by reacting aqueous sodium hydroxide and 2-t-butylazo-2-chloropropane in t-butyl alcohol. The 2-t-butylazo-2-hydroxypropane was isolated by diluting the alcohol solution with water and extracting with pentane. Reactants: CCCCO, CCN(C(C)C)C(C)C, N#Cc1c(N)ncnc1Cl, CC(N)c1nc2ncccn2c1-c1ccccn1. The product is CC(Nc1ncnc(N)c1C#N)c1nc2ncccn2c1-c1ccccn1. RXN SMILES: [CH2:38]([OH:39])[CH2:40][CH2:41][CH3:42].[CH:29]([N:30]([CH2:31][CH3:32])[CH:33]([CH3:34])[CH3:35])([CH3:36])[CH3:37].[NH2:19][c:20]1[n:21][cH:22][n:23][c:24]([Cl:28])[c:25]1[C:26]#[N:27].[n:1]1[c:2](-[c:7]2[c:8]([CH:16]([CH3:17])[NH2:18])[n:9][c:10]3[n:11]2[cH:12][cH:13][cH:14][n:15]3)[cH:3][cH:4][cH:5][cH:6]1>>[n:1]1[c:2](-[c:7]2[c:8]([CH:16]([CH3:17])[NH:18][c:24]3[n:23][cH:22][n:21][c:20]([NH2:19])[c:25]3[C:26]#[N:27])[n:9][c:10]3[n:11]2[cH:12][cH:13][cH:14][n:15]3)[cH:3][cH:4][cH:5][cH:6]1. RXN SMILES: [C:1](#[N:2])[CH2:3][C:4]([O:6][CH2:5][CH3:7])=[O:8].[CH:9]1([CH2:15][NH2:16])[CH2:10][CH2:11][CH2:12][CH2:13][CH2:14]1>>[C:1](#[N:2])[CH2:3][C:4](=[O:6])[NH:16][CH2:15][CH:9]1[CH2:10][CH2:11][CH2:12][CH2:13][CH2:14]1. The product is N#CCC(=O)NCC1CCCCC1. Starting materials: CCOC(=O)CC#N, NCC1CCCCC1. Reactants: O (Water), C[S-].[Na+] (Sodium thiomethoxide), BrC=1C=CC(=NC1OC)/C(=C/[C@H]1CCC(N1CC1=C(C=C(C=C1)OC)OC)=O)/C1=CC=C(C=C1)C(C)(C)C ((5R)-5-[(E)-2-(5-bromo-6-methoxypyridin-2-yl)-2-(4-tert-butylphenyl)ethenyl]-1-(2,4-dimethoxybenzyl)pyrrolidin-2-one), Example 4-42(1). The solvent is CN(C=O)C (N,N-dimethylformamide). Reaction conditions: time 20 hour. Product: C(C)(C)(C)C1=CC=C(C=C1)\C(=C/[C@H]1CCC(N1CC1=C(C=C(C=C1)OC)OC)=O)\C1=NC(=C(C=C1)SC)OC ((5R)-5-{(E)-2-(4-tert-butylphenyl)-2-[6-methoxy-5-(methylsulfanyl)pyridin-2-yl]ethenyl}-1-(2,4-dimethoxybenzyl)pyrrolidin-2-one). The yield is 34.0%. RXN SMILES: [CH3:1][S-:2].[Na+].Br[C:5]1[CH:6]=[CH:7][C:8](/[C:13](/[C:32]2[CH:37]=[CH:36][C:35]([C:38]([CH3:41])([CH3:40])[CH3:39])=[CH:34][CH:33]=2)=[CH:14]/[C@@H:15]2[N:19]([CH2:20][C:21]3[CH:26]=[CH:25][C:24]([O:27][CH3:28])=[CH:23][C:22]=3[O:29][CH3:30])[C:18](=[O:31])[CH2:17][CH2:16]2)=[N:9][C:10]=1[O:11][CH3:12].O>CN(C)C=O>[C:38]([C:35]1[CH:36]=[CH:37][C:32](/[C:13](/[C:8]2[CH:7]=[CH:6][C:5]([S:2][CH3:1])=[C:10]([O:11][CH3:12])[N:9]=2)=[CH:14]\[C@@H:15]2[N:19]([CH2:20][C:21]3[CH:26]=[CH:25][C:24]([O:27][CH3:28])=[CH:23][C:22]=3[O:29][CH3:30])[C:18](=[O:31])[CH2:17][CH2:16]2)=[CH:33][CH:34]=1)([CH3:41])([CH3:40])[CH3:39] |f:0.1|. Procedure: Sodium thiomethoxide (44 mg) was added to a solution of (5R)-5-[(E)-2-(5-bromo-6-methoxypyridin-2-yl)-2-(4-tert-butylphenyl)ethenyl]-1-(2,4-dimethoxybenzyl)pyrrolidin-2-one obtained in Reference Example 4-42(1) (150 mg) in N,N-dimethylformamide (1.5 mL), and the mixture was stirred at room temperature for 20 hours. Water was added to the reaction solution, followed by extraction with ethyl acetate. The organic layer was washed with water and brine, dried over anhydrous magnesium sulfate and filt...